From a dataset of the Open Reaction Database (ORD), a public repository of structured organic reaction records. describe an organic reaction: reactants, conditions, products, and yield Starting materials: Cl.BrC1=CC=C(CN)C=C1 (4-Bromobenzylamine hydrochloride), [OH-].[Na+] (NaOH), N1(CCOCC1)N1C=C(C(C2=CC(=CC=C12)CN1CCOCC1)=O)C(=O)OCC (ethyl 1-(4-morpholinyl)-6-(4-morpholinylmethyl)-4-oxo-1,4-dihydro-3-quinolinecarboxylate). Run in O (water). Reaction conditions: temperature 190 celsius. The product is BrC1=CC=C(CNC(=O)C2=CN(C3=CC=C(C=C3C2=O)CN2CCOCC2)N2CCOCC2)C=C1 (N-(4-Bromobenzy)-1-(4-morpholinyl)-6-(4-morpholinylmethyl)-4-oxo-1,4-dihydro-3-quinolinecarboxamide). Yield: 68.0%. RXN SMILES: Cl.[Br:2][C:3]1[CH:10]=[CH:9][C:6]([CH2:7][NH2:8])=[CH:5][CH:4]=1.[OH-].[Na+].[N:13]1([N:19]2[C:28]3[C:23](=[CH:24][C:25]([CH2:29][N:30]4[CH2:35][CH2:34][O:33][CH2:32][CH2:31]4)=[CH:26][CH:27]=3)[C:22](=[O:36])[C:21]([C:37](OCC)=[O:38])=[CH:20]2)[CH2:18][CH2:17][O:16][CH2:15][CH2:14]1>O>[Br:2][C:3]1[CH:10]=[CH:9][C:6]([CH2:7][NH:8][C:37]([C:21]2[C:22](=[O:36])[C:23]3[C:28](=[CH:27][CH:26]=[C:25]([CH2:29][N:30]4[CH2:31][CH2:32][O:33][CH2:34][CH2:35]4)[CH:24]=3)[N:19]([N:13]3[CH2:18][CH2:17][O:16][CH2:15][CH2:14]3)[CH:20]=2)=[O:38])=[CH:5][CH:4]=1 |f:0.1,2.3|. Reported procedure: 4-Bromobenzylamine hydrochloride (2.22 g) is suspended in water (5 mL) and neutralized with 2N aqueous NaOH (5 mL). The free amine is extracted with dichloromethane (2×25 mL). The organic layers are combined, washed with brine (5 mL), and dried with Na2SO4. The solution is concentrated in vacuo to afford 1.48 g of a clear, colorless oil which is then combined with ethyl 1-(4-morpholinyl)-6-(4-morpholinylmethyl)-4-oxo-1,4-dihydro-3-quinolinecarboxylate (0.48 g) from Preparation No. 56 and heated ... Starting materials: ClC(C(O)O)(Cl)Cl (chloral hydrate), C(CCCCCC)O (heptanol), CC1=CC=C(C=C1)S(=O)(=O)O (4-methyl-benzene-sulphonic acid). Solvent: C1=CC=CC=C1 (benzene). Product: C(CCCCCC)OC(C(Cl)(Cl)Cl)OCCCCCCC (trichloro-acetaldehyde diheptyl-acetal). Reaction SMILES: [Cl:1][C:2]([Cl:7])([Cl:6])[CH:3]([OH:5])[OH:4].[CH2:8](O)[CH2:9][CH2:10][CH2:11][CH2:12][CH2:13][CH3:14].[CH3:16][C:17]1[CH:22]=[CH:21][C:20](S(O)(=O)=O)=[CH:19][CH:18]=1>C1C=CC=CC=1>[CH2:8]([O:4][CH:3]([O:5][CH2:16][CH2:17][CH2:18][CH2:19][CH2:20][CH2:21][CH3:22])[C:2]([Cl:7])([Cl:6])[Cl:1])[CH2:9][CH2:10][CH2:11][CH2:12][CH2:13][CH3:14]. Procedure details: A mixture of 5 g of chloral hydrate, 12 g of heptanol, 0.1 g of 4-methyl-benzene-sulphonic acid and 50 ml of benzene is kept at reflux temperature and the formed water is separated by means of a Dean-Stark apparatus. Afater a reaction time of 9 hours the benzene is washed with a sodium hydrogen carbonate solution and water, dried on magnesium sulfate, then vacuum distilled. Procedure: 2-(3-oxo-5-{[4-(1H-pyrazol-1-yl)phenyl]methyl}-3,5-dihydro-2H-pyrazolo[4,3-c]quinolin-2-yl)benzaldehyde (Example 529, 0.14 g, 0.32 mmol) was dissolved in dichloromethane (5 mL) and cooled to −78° C. Ethylmagnesium bromide (0.10 mL, 3 M diethyl ether solution, 0.32 mmol, equiv) was added dropwise and the mixture was stirred for 30 minutes at −78° C. Additional ethylmagnesium bromide (0.10 mL, 3 M diethyl ether solution, 0.32 mmol, 1 equiv) was added and the mixture was stirred for an additional 3... Conditions: temperature -78 celsius, time 30 minute. Run in ClCCl (dichloromethane). Starting materials: C([O-])(O)=O.[Na+] (sodium bicarbonate), O=C1N(N=C2C1=CN(C=1C=CC=CC21)CC2=CC=C(C=C2)N2N=CC=C2)C2=C(C=O)C=CC=C2 (2-(3-oxo-5-{[4-(1H-pyrazol-1-yl)phenyl]methyl}-3,5-dihydro-2H-pyrazolo[4,3-c]quinolin-2-yl)benzaldehyde), C(C)[Mg]Br (Ethylmagnesium bromide), C(C)[Mg]Br (ethylmagnesium bromide), O (water). RXN SMILES: [O:1]=[C:2]1[C:6]2=[CH:7][N:8]([CH2:15][C:16]3[CH:21]=[CH:20][C:19]([N:22]4[CH:26]=[CH:25][CH:24]=[N:23]4)=[CH:18][CH:17]=3)[C:9]3[CH:10]=[CH:11][CH:12]=[CH:13][C:14]=3[C:5]2=[N:4][N:3]1[C:27]1[CH:34]=[CH:33][CH:32]=[CH:31][C:28]=1C=O.[CH2:35]([Mg]Br)[CH3:36].[C:39](=O)(O)[O-:40].[Na+].O>ClCCl>[OH:40][CH2:39][CH2:35][CH2:36][C:28]1[CH:31]=[CH:32][CH:33]=[CH:34][C:27]=1[N:3]1[C:2](=[O:1])[C:6]2=[CH:7][N:8]([CH2:15][C:16]3[CH:17]=[CH:18][C:19]([N:22]4[CH:26]=[CH:25][CH:24]=[N:23]4)=[CH:20][CH:21]=3)[C:9]3[CH:10]=[CH:11][CH:12]=[CH:13][C:14]=3[C:5]2=[N:4]1 |f:2.3|. Yields the product OCCCC1=C(C=CC=C1)N1N=C2C(=CN(C=3C=CC=CC23)CC2=CC=C(C=C2)N2N=CC=C2)C1=O ((±)-2-[2-(Hydroxypropyl)phenyl]-5-{[4-(1H-pyrazol-1-yl)phenyl]methyl}-2,5-dihydro-3H-pyrazolo[4,3-c]quinolin-3-one). Starting materials: CC1(CC(=O)NC(C1)=O)CCC (3-Methyl-3-n-propylglutarimide), BrCCCCBr (1,4-dibromobutane), C(=O)([O-])[O-].[K+].[K+] (K2CO3). Solvent: C(C)#N (acetonitrile). Run at time 16 hour. Product: BrCCCCN1C(CC(CC1=O)(CCC)C)=O (N-(4-Bromobutyl)-3-methyl-3-n-propylglutarimide). Isolated yield 93.1%. Reaction SMILES: [CH3:1][C:2]1([CH2:10][CH2:11][CH3:12])[CH2:8][C:7](=[O:9])[NH:6][C:4](=[O:5])[CH2:3]1.[Br:13][CH2:14][CH2:15][CH2:16][CH2:17]Br.C([O-])([O-])=O.[K+].[K+]>C(#N)C>[Br:13][CH2:14][CH2:15][CH2:16][CH2:17][N:6]1[C:7](=[O:9])[CH2:8][C:2]([CH3:1])([CH2:10][CH2:11][CH3:12])[CH2:3][C:4]1=[O:5] |f:2.3.4|. Procedure details: A mixture of the IIa product prepared in Example 1 (25 g; 0.15 mole), 1,4-dibromobutane (33.5 g; 0.15 mole), and K2CO3 (40.6 g; 0.29 mole) was stirred for a period of 16 hrs in 250 mL refluxing acetonitrile. The inorganic solid was removed by filtration and the filtrate was concentrated to a oil which was distilled to give 42.5 g (95%) of a light yellow oil, b.p. 165°-190° at 0.09 mm. The reactants are C(C)(C)(C)OC(NCCN1C=CC=2N=CN=C(C21)NC2=CC(=C(C=C2)OCC2=NC=CC=C2)Cl)=O (tert-Butyl[2-(4-{[3-chloro-4-(pyridin-2-ylmethoxy)phenyl]amino}-5H-pyrrolo[3,2-d]pyrimidin-5-yl)ethyl]carbamate). Run in O1CCCC1 (tetrahydrofuran), Cl (hydrochloric acid). Conditions: temperature 60 celsius, time 16 hour. The product is Cl.Cl.Cl.NCCN1C=CC=2N=CN=C(C21)NC2=CC(=C(C=C2)OCC2=NC=CC=C2)Cl (5-(2-aminoethyl)-N-[3-chloro-4-(pyridin-2-ylmethoxy)phenyl]-5H-pyrrolo[3,2-d]pyrimidin-4-amine trihydrochloride). Isolated yield 410.5%. RXN SMILES: C(OC(=O)[NH:7][CH2:8][CH2:9][N:10]1[C:18]2[C:17]([NH:19][C:20]3[CH:25]=[CH:24][C:23]([O:26][CH2:27][C:28]4[CH:33]=[CH:32][CH:31]=[CH:30][N:29]=4)=[C:22]([Cl:34])[CH:21]=3)=[N:16][CH:15]=[N:14][C:13]=2[CH:12]=[CH:11]1)(C)(C)C>O1CCCC1.Cl>[ClH:34].[ClH:34].[ClH:34].[NH2:7][CH2:8][CH2:9][N:10]1[C:18]2[C:17]([NH:19][C:20]3[CH:25]=[CH:24][C:23]([O:26][CH2:27][C:28]4[CH:33]=[CH:32][CH:31]=[CH:30][N:29]=4)=[C:22]([Cl:34])[CH:21]=3)=[N:16][CH:15]=[N:14][C:13]=2[CH:12]=[CH:11]1 |f:3.4.5.6|. Procedure: tert-Butyl[2-(4-{[3-chloro-4-(pyridin-2-ylmethoxy)phenyl]amino}-5H-pyrrolo[3,2-d]pyrimidin-5-yl)ethyl]carbamate (790 mg) was dissolved in tetrahydrofuran (24 mL)/2N hydrochloric acid (12 mL), and the mixture was stirred at 60° C. for 16 hrs. The reaction mixture was concentrated under reduced pressure, ethanol (30 mL) was added to the residue and the mixture was concentrated again under reduced pressure. Ethyl acetate was added to the residue and the solid was collected by filtration and dried u... Reactants: C[Si](C)(C)CCl, Cl[SiH](Cl)Cl. The product is C[Si](C)(C)C[Si](Cl)(Cl)Cl. RXN SMILES: [Cl:1][CH2:2][Si:3]([CH3:4])([CH3:5])[CH3:6].[Cl:7][SiH:8]([Cl:9])[Cl:10]>>[CH2:2]([Si:3]([CH3:4])([CH3:5])[CH3:6])[Si:8]([Cl:7])([Cl:9])[Cl:10]. Starting materials: N1(N=CN=C1)C(C(=O)OC(C)(C)C)C(C1=C(C=C(C=C1)Cl)Cl)O (t-butyl α-(1,2,4-triazol-1-yl)-β-hydroxy-β-(2,4-dichlorophenyl)propionate), C(CC)(=O)Cl (propionyl chloride). Reagents/catalysts: CN(C1=CC=NC=C1)C (4-dimethylaminopyridine). Run in C(Cl)(Cl)Cl (chloroform). The product is C(C)(C)(C)OC(C(C(C1=C(C=C(C=C1)Cl)Cl)OC(CC)=O)N1N=CN=C1)=O (t-butyl-α-(1,2,4-triazol-1-yl)-β-propionoxy-β-(2,4-dichlorophenyl)propionate). Yield: 76.3%. RXN SMILES: [N:1]1([CH:6]([CH:14]([OH:23])[C:15]2[CH:20]=[CH:19][C:18]([Cl:21])=[CH:17][C:16]=2[Cl:22])[C:7]([O:9][C:10]([CH3:13])([CH3:12])[CH3:11])=[O:8])[CH:5]=[N:4][CH:3]=[N:2]1.[C:24](Cl)(=[O:27])[CH2:25][CH3:26]>CN(C)C1C=CN=CC=1.C(Cl)(Cl)Cl>[C:10]([O:9][C:7](=[O:8])[CH:6]([N:1]1[CH:5]=[N:4][CH:3]=[N:2]1)[CH:14]([O:23][C:24](=[O:27])[CH2:25][CH3:26])[C:15]1[CH:20]=[CH:19][C:18]([Cl:21])=[CH:17][C:16]=1[Cl:22])([CH3:13])([CH3:11])[CH3:12]. Procedure details: 3.15 gms of t-butyl α-(1,2,4-triazol-1-yl)-β-hydroxy-β-(2,4-dichlorophenyl)propionate were added to 50 mls of chloroform along with 1.1 gms of 4-dimethylaminopyridine. 1.25 gms of propionyl chloride were then added to the system. The reaction mixture was then refluxed for 18 hours. The reaction solution was then first washed with aqueous 5 wt. % hydrochloric acid and then with aqueous sodium hydroxide. The organic phase was dried over sodium sulfate and then filtered. The filtrate was evaporated...